This data is from the Open Reaction Database (ORD), a public repository of structured organic reaction records. The task is: describe an organic reaction: reactants, conditions, products, and yield The reactants are N([C@@H](C)C(=O)O)C(=O)OCC1=CC=CC=C1 (CBZ-Ala), [F-] (fluoride), N1=CC=CC=C1 (pyridine). Solvent: C(Cl)Cl (CH2Cl2). Product: N([C@@H](C)C(=O)F)C(=O)OCC1=CC=CC=C1 (CBZ-Ala-F). As a reaction SMILES: [NH:1]([C:7]([O:9][CH2:10][C:11]1[CH:16]=[CH:15][CH:14]=[CH:13][CH:12]=1)=[O:8])[C@H:2]([C:4](O)=[O:5])[CH3:3].[F-:17].N1C=CC=CC=1>C(Cl)Cl>[NH:1]([C:7]([O:9][CH2:10][C:11]1[CH:16]=[CH:15][CH:14]=[CH:13][CH:12]=1)=[O:8])[C@H:2]([C:4]([F:17])=[O:5])[CH3:3]. Procedure: CBZ-Ala (1 mmole) in dry CH2Cl2 is kept under nitrogen and treated with cyannuric fluoride (8 mmol) and pyridine (1 mmole) to form the corresponding CBZ-Ala-F. The reactants are CC1=C(OC=C(C1=O)C)CO (3,5-dimethyl-2-hydroxymethyl-4-pyrone), N (ammonia). Reaction conditions: temperature 60 celsius, time 48 hour. Yields the product CC1C(=NC=C(C1=O)C)CO (3,5-Dimethyl-2-hydroxymethyl-4-pyridone). The yield is 96.0%. RXN SMILES: [CH3:1][C:2]1[C:7](=[O:8])[C:6]([CH3:9])=[CH:5]O[C:3]=1[CH2:10][OH:11].[NH3:12]>>[CH3:1][CH:2]1[C:7](=[O:8])[C:6]([CH3:9])=[CH:5][N:12]=[C:3]1[CH2:10][OH:11]. Procedure: 3,5-Dimethyl-2-hydroxymethyl-4-pyrone 4 (9.75 g, 63.3 mmol) was dissolved in 32% aqueous ammonia (0.880, 60 ml) in a 100 ml round bottom flask. The flask was sealed with a septum cap and made secure with wire. The solution was then stirred at 60° C. for 48 hours before being evaporated to dryness under reduced pressure to give 5 as an off-white solid (9.30 g, 60.8 mmol, 96% yield). Selected IR (cm-1, nujol) 3150-3500 (br, s), 1639 (s); 1H-NMR (DMSO-d6) δ 1.80 (s, 3H), 1.84 (s, 3H), 4.45 (s, 2H),... The reactants are ClCl (chlorine), C27H25ClN4O2, CC=1C=C(C(=O)O)C=CC1C(=O)N1CCCC1 (3-methyl-4-(pyrrolidin-1-ylcarbonyl)benzoic acid), CN(C)C(=[N+](C)C)ON1C2=C(C=CC=C2)N=N1.[B-](F)(F)(F)F (TBTU), C(C)(C)N(CC)C(C)C (diisopropylethylamine), ClC1=CC2=C(NC(=N2)C(C2=CC=CC=C2)N)C=C1 (rac.—C-(5-chloro-1H-benzimidazol-2-yl)-C-phenylmethylamine). The solvent is ClCCl.CO (dichloromethane methanol), O1CCCC1 (tetrahydrofuran). Product: ClC1=CC2=C(NC(=N2)C(NC(C2=CC(=C(C=C2)C(=O)N2CCCC2)C)=O)C2=CC=CC=C2)C=C1 (rac.-N-[(5-chloro-1H-benzimidazol-2-yl)phenylmethyl]-3-methyl-4-(pyrrolidin-1-ylcarbonyl)benzamide). RXN SMILES: [CH3:1][C:2]1[CH:3]=[C:4]([CH:8]=[CH:9][C:10]=1[C:11]([N:13]1[CH2:17][CH2:16][CH2:15][CH2:14]1)=[O:12])[C:5]([OH:7])=O.CN(C(ON1N=NC2C=CC=CC1=2)=[N+](C)C)C.[B-](F)(F)(F)F.C(N(C(C)C)CC)(C)C.[Cl:49][C:50]1[CH:66]=[CH:65][C:53]2[NH:54][C:55]([CH:57]([NH2:64])[C:58]3[CH:63]=[CH:62][CH:61]=[CH:60][CH:59]=3)=[N:56][C:52]=2[CH:51]=1.ClCl>O1CCCC1.ClCCl.CO>[Cl:49][C:50]1[CH:66]=[CH:65][C:53]2[NH:54][C:55]([CH:57]([C:58]3[CH:63]=[CH:62][CH:61]=[CH:60][CH:59]=3)[NH:64][C:5](=[O:7])[C:4]3[CH:8]=[CH:9][C:10]([C:11]([N:13]4[CH2:17][CH2:16][CH2:15][CH2:14]4)=[O:12])=[C:2]([CH3:1])[CH:3]=3)=[N:56][C:52]=2[CH:51]=1 |f:1.2,7.8|. Reported procedure: Prepared analogously to Example 1g from 3-methyl-4-(pyrrolidin-1-ylcarbonyl)benzoic acid, TBTU, diisopropylethylamine, and rac.—C-(5-chloro-1H-benzimidazol-2-yl)-C-phenylmethylamine in tetrahydrofuran. Yield: quantitative; Rf value: 0.39 (silica gel; dichloromethane/methanol=9:1); C27H25ClN4O2 (472.97); mass spectrum: (M+H)+=473/475 (chlorine isotope). Starting materials: CC(C)(C)[Si](C)(C)OC1CC(OC(=O)c2ccccc2)CN(C(=O)OCc2ccccc2)C1, CCCC[N+](CCCC)(CCCC)CCCC, C1CCOC1, [F-], O. Yields the product O=C(OC1CC(O)CN(C(=O)OCc2ccccc2)C1)c1ccccc1. Reaction SMILES: [CH2:1]([c:2]1[cH:3][cH:4][cH:5][cH:6][cH:7]1)[O:8][C:9](=[O:10])[N:11]1[CH2:12][CH:13]([O:25][C:26]([c:27]2[cH:28][cH:29][cH:30][cH:31][cH:32]2)=[O:33])[CH2:14][CH:15]([O:17][Si:18]([C:19]([CH3:20])([CH3:21])[CH3:22])([CH3:23])[CH3:24])[CH2:16]1.[CH2:35]([N+:36]([CH2:37][CH2:38][CH2:39][CH3:40])([CH2:41][CH2:42][CH2:43][CH3:44])[CH2:45][CH2:46][CH2:47][CH3:48])[CH2:49][CH2:50][CH3:51].[CH2:53]1[O:54][CH2:55][CH2:56][CH2:57]1.[F-:34].[OH2:52]>>[CH2:1]([c:2]1[cH:3][cH:4][cH:5][cH:6][cH:7]1)[O:8][C:9](=[O:10])[N:11]1[CH2:12][CH:13]([O:25][C:26]([c:27]2[cH:28][cH:29][cH:30][cH:31][cH:32]2)=[O:33])[CH2:14][CH:15]([OH:17])[CH2:16]1.